From a dataset of the Open Reaction Database (ORD), a public repository of structured organic reaction records. describe an organic reaction: reactants, conditions, products, and yield The reactants are C[O-].[Na+] (sodium methoxide), C(#N)CC(=O)N (cyanoacetamide), CN(C=C(C=O)C1=CC(=CC=C1)C)C (3-(dimethylamino)-2-(3-methylphenyl)-2-propenal). Run in CO (methanol). Yields the product CC=1C=C(C=CC1)C=1C=C(C(NC1)=O)C#N (1,2-Dihydro-5-(3-methylphenyl)-2-oxo-3-pyridinecarbonitrile). As a reaction SMILES: C[O-].[Na+].[C:4]([CH2:6][C:7]([NH2:9])=[O:8])#[N:5].CN(C)[CH:12]=[C:13]([C:16]1[CH:21]=[CH:20][CH:19]=[C:18]([CH3:22])[CH:17]=1)[CH:14]=O>CO>[CH3:22][C:18]1[CH:17]=[C:16]([C:13]2[CH:14]=[C:6]([C:4]#[N:5])[C:7](=[O:8])[NH:9][CH:12]=2)[CH:21]=[CH:20][CH:19]=1 |f:0.1|. Procedure details: In the manner described in Example 6, a solution of 13.7 g. of sodium methoxide and 10.7 g. of cyanoacetamide in 250 ml. of methanol and 24.0 g. of 3-(dimethylamino)-2-(3-methylphenyl)-2-propenal is refluxed overnight to give 12.0 g. of the product of the Example as a yellow solid, m.p. 254.5°-260° C. Yields the product C1(CCC1)[C@@H](C1=CC(=CC=C1)F)NC(=O)C1=C(N(C(C2=C(C=CC=C12)F)=O)NCCC)CF (8-Fluoro-3-fluoromethyl-1-oxo-2-propylamino-1,2-dihydro-isoquinoline-4-carboxylic acid [(S)-cyclobutyl-(3-fluoro-phenyl)-methyl]-amide). Reaction SMILES: [CH:1]1([C@H:5]([NH:13][C:14]([C:16]2[C:25]3[C:20](=[C:21]([F:26])[CH:22]=[CH:23][CH:24]=3)[C:19](=[O:27])[N:18]([NH:28][CH2:29][CH2:30][CH3:31])[C:17]=2[CH2:32]Br)=[O:15])[C:6]2[CH:11]=[CH:10][CH:9]=[C:8]([F:12])[CH:7]=2)[CH2:4][CH2:3][CH2:2]1.[F-:34].[K+]>O>[CH:1]1([C@H:5]([NH:13][C:14]([C:16]2[C:25]3[C:20](=[C:21]([F:26])[CH:22]=[CH:23][CH:24]=3)[C:19](=[O:27])[N:18]([NH:28][CH2:29][CH2:30][CH3:31])[C:17]=2[CH2:32][F:34])=[O:15])[C:6]2[CH:11]=[CH:10][CH:9]=[C:8]([F:12])[CH:7]=2)[CH2:4][CH2:3][CH2:2]1 |f:1.2|. The solvent is O (water). Procedure details: 3-Bromomethyl-8-fluoro-1-oxo-2-propylamino-1,2-dihydro-isoquinoline-4-carboxylic acid [(S)-cyclobutyl-(3-fluoro-phenyl)-methyl]-amide (27 mg, 0.052 mmol) N,N-Dimethylformamide (2 mL) and potassium fluoride (0.015 g, 0.26) were stirred at room temperature overnight. The reaction mixture was poured into water. The mixture was extracted with ethyl acetate. The organic phase was washed with brine, dried over MgSO4 and concentrated in vacuo. The crude was purified by preparative HPLC to give the titl... Reactants: C1(CCC1)[C@@H](C1=CC(=CC=C1)F)NC(=O)C1=C(N(C(C2=C(C=CC=C12)F)=O)NCCC)CBr (3-Bromomethyl-8-fluoro-1-oxo-2-propylamino-1,2-dihydro-isoquinoline-4-carboxylic acid [(S)-cyclobutyl-(3-fluoro-phenyl)-methyl]-amide), [F-].[K+] (potassium fluoride).